From a dataset of the Open Reaction Database (ORD), a public repository of structured organic reaction records. describe an organic reaction: reactants, conditions, products, and yield The reactants are F[B-](F)(F)F, CCOC(C)=O, CCN(C(C)C)C(C)C, CC1(C)CC(=O)Nc2cc(N)ccc21, CN(C)C=O, CN(C)C(On1nnc2ccccc21)=[N+](C)C, O=C(O)c1ccccc1NCc1c[nH]c2ncccc12. Yields the product CC1(C)CC(=O)Nc2cc(NC(=O)c3ccccc3NCc3c[nH]c4ncccc34)ccc21. As a reaction SMILES: [B-:35]([F:36])([F:37])([F:38])[F:39].[CH3:71][CH2:72][O:73][C:74]([CH3:75])=[O:76].[CH:57]([N:58]([CH2:59][CH3:60])[CH:61]([CH3:62])[CH3:63])([CH3:64])[CH3:65].[NH2:21][c:22]1[cH:23][cH:24][c:25]2[c:30]([cH:31]1)[NH:29][C:28](=[O:32])[CH2:27][C:26]2([CH3:33])[CH3:34].[O:66]=[CH:67][N:68]([CH3:69])[CH3:70].[n:40]1([O:41][C:42]([N:43]([CH3:44])[CH3:45])=[N+:46]([CH3:47])[CH3:48])[c:49]2[cH:50][cH:51][cH:52][cH:53][c:54]2[n:55][n:56]1.[nH:1]1[cH:2][c:3]([CH2:10][NH:11][c:12]2[c:13]([C:14](=[O:15])[OH:16])[cH:17][cH:18][cH:19][cH:20]2)[c:4]2[c:5]1[n:6][cH:7][cH:8][cH:9]2>>[nH:1]1[cH:2][c:3]([CH2:10][NH:11][c:12]2[c:13]([C:14](=[O:16])[NH:21][c:22]3[cH:23][cH:24][c:25]4[c:30]([cH:31]3)[NH:29][C:28](=[O:32])[CH2:27][C:26]4([CH3:33])[CH3:34])[cH:17][cH:18][cH:19][cH:20]2)[c:4]2[c:5]1[n:6][cH:7][cH:8][cH:9]2. Reactants: NC1=C(C=C(C(=C1)Cl)[N+](=O)[O-])O (2-amino-4-chloro-5-nitro-phenol), S1C(=NC=C1)C=O (thiazole-2-carbaldehyde), C (Darco), xylenes. Yields the product ClC=1C(=CC2=C(N=C(O2)C=2SC=CN2)C1)[N+](=O)[O-] (5-Chloro-6-nitro-2-thiazol-2-yl-benzooxazole). The yield is 63.0%. Reaction SMILES: [NH2:1][C:2]1[CH:7]=[C:6]([Cl:8])[C:5]([N+:9]([O-:11])=[O:10])=[CH:4][C:3]=1[OH:12].[S:13]1[CH:17]=[CH:16][N:15]=[C:14]1[CH:18]=O.C>>[Cl:8][C:6]1[C:5]([N+:9]([O-:11])=[O:10])=[CH:4][C:3]2[O:12][C:18]([C:14]3[S:13][CH:17]=[CH:16][N:15]=3)=[N:1][C:2]=2[CH:7]=1. Reported procedure: To a flask equipped with a vigreux column was added 2-amino-4-chloro-5-nitro-phenol, thiazole-2-carbaldehyde, Darco KB and xylenes. The mixture was then refluxed overnight and the mixture was cooled, filtered and the solvent removed under vacuum. The resultant solid was recrystallized from Et2O to yield 4.76 g (63%) of a yellow colored solid. Yields the product C(C)(C)(C)OC(C(=O)O)C1=C(C2=CC=CC=C2C(=C1C)C=1C=NC=NC1)C1=CC=C(C=C1)Cl (2-tert-butoxy-2-(1-(4-chlorophenyl)-3-methyl-4-(pyrimidin-5-yl)naphthalen-2-yl)acetic acid). Procedure details: 2-tert-Butoxy-2-(1-(4-chlorophenyl)-3-methyl-4-(pyrimidin-5-yl)naphthalen-2-yl)acetic acid (139) was prepared in a manner similar to 2-tert-butoxy-2-(1-(4-chlorophenyl)-3,4-dimethylnaphthalen-2-yl)acetic acid of Example 125, except using pyrimidin-5-yl-boronic acid in the Suzuki reaction, giving the title compound (mono trifluoroacetic acid salt). 1H-NMR: (400 MHz, DMSO-d6): δ 12.87 (s, broad, 1H), 9.39 (s, 1H), 8.89-8.86 (m, 2H), 7.76-7.68 (m, 2H), 7.58-7.55 (s, 1H), 7.49-7.44 (m, 3H), 7.28 (d,... Reactants: C(C)(C)(C)OC(C(=O)OCC)C1=C(C2=CC=CC=C2C(=C1C)C)C1=CC=C(C=C1)Cl (ethyl 2-tert-butoxy-2-(1-(4-chlorophenyl)-3,4-dimethylnaphthalen-2-yl)acetate), N1=CN=CC(=C1)B(O)O (pyrimidin-5-yl-boronic acid). As a reaction SMILES: [C:1]([O:5][CH:6]([C:12]1[C:21]([CH3:22])=[C:20](C)[C:19]2[C:14](=[CH:15][CH:16]=[CH:17][CH:18]=2)[C:13]=1[C:24]1[CH:29]=[CH:28][C:27]([Cl:30])=[CH:26][CH:25]=1)[C:7]([O:9]CC)=[O:8])([CH3:4])([CH3:3])[CH3:2].[N:31]1[CH:36]=[C:35](B(O)O)[CH:34]=[N:33][CH:32]=1>>[C:1]([O:5][CH:6]([C:12]1[C:21]([CH3:22])=[C:20]([C:35]2[CH:36]=[N:31][CH:32]=[N:33][CH:34]=2)[C:19]2[C:14](=[CH:15][CH:16]=[CH:17][CH:18]=2)[C:13]=1[C:24]1[CH:25]=[CH:26][C:27]([Cl:30])=[CH:28][CH:29]=1)[C:7]([OH:9])=[O:8])([CH3:4])([CH3:2])[CH3:3]. Reactants: C1(=CC=CC=C1)SC1=C(C(=O)N)C=CC=C1 (2-(phenylthio)benzamide), CNC(C1=C(C=CC=C1)SC1=CC=CC=C1)=O (N-methyl-2-(phenylthio)benzamide). Product: C1(=CC=CC=C1)SC1=C(CN)C=CC=C1 (2-(phenylthio)benzylamine). As a reaction SMILES: [C:1]1([S:7][C:8]2[CH:16]=[CH:15][CH:14]=[CH:13][C:9]=2[C:10]([NH2:12])=O)[CH:6]=[CH:5][CH:4]=[CH:3][CH:2]=1.CNC(=O)C1C=CC=CC=1SC1C=CC=CC=1>>[C:1]1([S:7][C:8]2[CH:16]=[CH:15][CH:14]=[CH:13][C:9]=2[CH2:10][NH2:12])[CH:2]=[CH:3][CH:4]=[CH:5][CH:6]=1. Procedure details: By following essentially the same procedure described in Example 2 but substituting 2-(phenylthio)benzamide for the N-methyl-2-(phenylthio)benzamide, there is obtained 2-(phenylthio)benzylamine. Starting materials: FC1=C(C=CC(=C1)F)SC=1C=C(C(=O)Cl)C=CC1[N+](=O)[O-] (3-(2,4-difluorophenylthio)-4nitrobenzoyl chloride), C(C)N (ethylamine). Solvent: O1CCCC1 (tetrahydrofuran), O (water), O (Water). Conditions: time 1 hour. The product is C(C)NC(C1=CC(=C(C=C1)[N+](=O)[O-])SC1=C(C=C(C=C1)F)F)=O (N-ethyl-3-(2,4-difluorophenylthio)-4-nitrobenzamide). RXN SMILES: [F:1][C:2]1[CH:7]=[C:6]([F:8])[CH:5]=[CH:4][C:3]=1[S:9][C:10]1[CH:11]=[C:12]([CH:16]=[CH:17][C:18]=1[N+:19]([O-:21])=[O:20])[C:13](Cl)=[O:14].[CH2:22]([NH2:24])[CH3:23]>O1CCCC1.O>[CH2:22]([NH:24][C:13](=[O:14])[C:12]1[CH:16]=[CH:17][C:18]([N+:19]([O-:21])=[O:20])=[C:10]([S:9][C:3]2[CH:4]=[CH:5][C:6]([F:8])=[CH:7][C:2]=2[F:1])[CH:11]=1)[CH3:23]. Reported procedure: A solution of 3-(2,4-difluorophenylthio)-4nitrobenzoyl chloride (1 g) in tetrahydrofuran (3 ml) was added to a stirred solution of 70% ethylamine (0.5 ml) in water (5 ml) at 5° to 10° C. The mixture was stirred at the same temperature for 1 hour and at room temperature for 1 hour. Water (30 ml) was added to the reaction mixture. The precipitates were filtered, washed with water, and dried under reduced pressure to give a yellow powder of N-ethyl-3-(2,4-difluorophenylthio)-4-nitrobenzamide (0.94 ... The reactants are [BH4-], CCN(CC)C(=O)c1c(C=O)cccc1OC, CO, [Na+]. The product is COc1cccc2c1C(=O)OC2. As a reaction SMILES: [BH4-:1].[CH2:3]([N:4]([CH2:5][CH3:18])[C:6]([c:7]1[c:8]([CH:15]=[O:16])[cH:9][cH:10][cH:11][c:12]1[O:13][CH3:14])=[O:17])[CH3:19].[CH3:20][OH:21].[Na+:2]>>[C:6]1(=[O:17])[c:7]2[c:8]([cH:9][cH:10][cH:11][c:12]2[O:13][CH3:14])[CH2:15][O:16]1. The product is petroleum ether ethyl acetate, C(C1=CC=CC=C1)OC=1C=C2C(CNCC2=CC1OC)OCC (6-Benzyloxy-4-ethoxy-7-methoxy-1,2,3,4-tetrahydroisoquinoline). Procedure details: 6-Benzyloxy-4-ethoxy-7-methoxy-3,4-dihydro-1H-isoquinoline-2-carboxylic acid tert-butyl ester (4.7 g, 11.4 mmol) was stirred in THF (50 mL) and methanol (5 mL) and cooled to 0° C. before acetyl chloride (2 mL, 28 mmol) was added drop wise. The solution was stirred at rt for an o/n. After addition of DCM (100 mL) the organic layer was washed with a solution of saturated aqueous NaHCO3, water, brine, dried (MgSO4), filtered and concentrated to afford 3.6 g of crude product. Column chromatography (... Reaction SMILES: C(OC([N:8]1[CH2:17][CH:16]([O:18][CH2:19][CH3:20])[C:15]2[C:10](=[CH:11][C:12]([O:29][CH3:30])=[C:13]([O:21][CH2:22][C:23]3[CH:28]=[CH:27][CH:26]=[CH:25][CH:24]=3)[CH:14]=2)[CH2:9]1)=O)(C)(C)C.CO.C(Cl)(=O)C.C(Cl)Cl>C1COCC1.C(OCC)(=O)C.CO>[CH2:22]([O:21][C:13]1[CH:14]=[C:15]2[C:10](=[CH:11][C:12]=1[O:29][CH3:30])[CH2:9][NH:8][CH2:17][CH:16]2[O:18][CH2:19][CH3:20])[C:23]1[CH:28]=[CH:27][CH:26]=[CH:25][CH:24]=1 |f:5.6|. Starting materials: C(C)(C)(C)OC(=O)N1CC2=CC(=C(C=C2C(C1)OCC)OCC1=CC=CC=C1)OC (6-Benzyloxy-4-ethoxy-7-methoxy-3,4-dihydro-1H-isoquinoline-2-carboxylic acid tert-butyl ester), C(Cl)Cl (DCM), CO (methanol), C(C)(=O)Cl (acetyl chloride). Run in C1CCOC1 (THF), C(C)(=O)OCC.CO (ethyl acetate methanol). Isolated yield 42.0%.